Dataset: the Open Reaction Database (ORD), a public repository of structured organic reaction records. Task: describe an organic reaction: reactants, conditions, products, and yield The reactants are BrC1=C(C=C(N)C=C1F)F (4-bromo-3,5-difluoroaniline), C(C)SC=1C=C(C=CC1)B(O)O (3-(ethylthio)phenylboronic acid). Yields the product C(C)SC=1C=C(C=CC1)C1=C(C=C(C=C1F)N)F (3′-(ethylthio)-2,6-difluorobiphenyl-4-amine). Yield: 108.3%. Reaction SMILES: Br[C:2]1[C:8]([F:9])=[CH:7][C:5]([NH2:6])=[CH:4][C:3]=1[F:10].[CH2:11]([S:13][C:14]1[CH:15]=[C:16](B(O)O)[CH:17]=[CH:18][CH:19]=1)[CH3:12]>>[CH2:11]([S:13][C:14]1[CH:19]=[C:18]([C:2]2[C:8]([F:9])=[CH:7][C:5]([NH2:6])=[CH:4][C:3]=2[F:10])[CH:17]=[CH:16][CH:15]=1)[CH3:12]. Procedure details: The title compound (500 mg) was prepared from 4-bromo-3,5-difluoroaniline (300 mg, 1.74 mmol) and 3-(ethylthio)phenylboronic acid (340 mg, 1.86 mmol) as a yellow liquid. Reactants: [H-].[Al+3].[Li+].[H-].[H-].[H-] (Lithium aluminum hydride), C1(=CC=CC=C1)\C(=C/CCCCC(=O)OCC)\C=1C=NC=CC1 (Ethyl (E)-7-phenyl-7-(3-pyridyl)-6-heptenoate), [C@@H]([C@H](C(=O)[O-])O)(C(=O)[O-])O.[Na+].[K+] (Rochelle salt). The solvent is O1CCCC1 (tetrahydrofuran). Run at temperature 0 celsius, time 30 minute. The product is C1(=CC=CC=C1)\C(=C/CCCCCO)\C=1C=NC=CC1 ((E)-7-phenyl-7-(3-pyridyl)-6-hepten-1-ol). The yield is 93.5%. Reaction SMILES: [C:1]1(/[C:7](/[C:18]2[CH:19]=[N:20][CH:21]=[CH:22][CH:23]=2)=[CH:8]\[CH2:9][CH2:10][CH2:11][CH2:12][C:13](OCC)=[O:14])[CH:6]=[CH:5][CH:4]=[CH:3][CH:2]=1.[H-].[Al+3].[Li+].[H-].[H-].[H-].[C@H](O)(C([O-])=O)[C@@H](O)C([O-])=O.[Na+].[K+]>O1CCCC1>[C:1]1(/[C:7](/[C:18]2[CH:19]=[N:20][CH:21]=[CH:22][CH:23]=2)=[CH:8]\[CH2:9][CH2:10][CH2:11][CH2:12][CH2:13][OH:14])[CH:2]=[CH:3][CH:4]=[CH:5][CH:6]=1 |f:1.2.3.4.5.6,7.8.9|. Procedure: Ethyl (E)-7-phenyl-7-(3-pyridyl)-6-heptenoate (1.5 g, 4.8 mmoles) was dissolved in dry tetrahydrofuran (30 ml) and ice-cooled. Lithium aluminum hydride (0.5 g) was gradually added to the solution. The mixture was stirred at 0° C. for 30 minutes and a saturated aqueous Rochelle salt solution was added to precipiate the inorganic substance. The organic layer was separated and the precipitate was washed with tetrahydrofuran (30 ml). The tetrahydrofuran solutions were combined, dried over anhydrous ... Starting materials: O=C([O-])[O-], CC(=O)C(=NO)C(=O)OC(C)(C)C, COS(=O)(=O)OC, CC(C)=O, [K+], [K+], O. The product is CON=C(C(C)=O)C(=O)OC(C)(C)C. As a reaction SMILES: [C:14](=[O:15])([O-:16])[O-:17].[C:1]([CH3:2])([CH3:3])([CH3:4])[O:5][C:6]([C:7]([C:8]([CH3:9])=[O:10])=[N:11][OH:12])=[O:13].[CH3:20][O:21][S:22]([O:23][CH3:24])(=[O:25])=[O:26].[CH3:28][C:29](=[O:30])[CH3:31].[K+:18].[K+:19].[OH2:27]>>[C:1]([CH3:2])([CH3:3])([CH3:4])[O:5][C:6]([C:7]([C:8]([CH3:9])=[O:10])=[N:11][O:12][CH3:14])=[O:13]. The reactants are NC(=O)N (Urea), [C-]1(C=CC=C1)C(=O)O.[CH-]1C=CC=C1.[Fe+2] (ferrocenecarboxylic acid), C1CN(CCN1CCO)CCS(=O)(=O)O (HEPES), [C-]1(C=CC=C1)C(=O)O.[CH-]1C=CC=C1.[Fe+2] (ferrocenecarboxylic acid), hydrazide, ( b ). The solvent is O (water). The product is [CH-]1C=CC=C1.[CH-]1C=CC=C1.[Fe+2] (Ferrocene). As a reaction SMILES: NC(N)=O.[C-:5]1(C(O)=O)[CH:9]=[CH:8][CH:7]=[CH:6]1.[CH-:13]1[CH:17]=[CH:16][CH:15]=[CH:14]1.[Fe+2:18].C1N(CCO)CCN(CCS(O)(=O)=O)C1>O>[CH-:5]1[CH:9]=[CH:8][CH:7]=[CH:6]1.[CH-:13]1[CH:17]=[CH:16][CH:15]=[CH:14]1.[Fe+2:18] |f:1.2.3,6.7.8|. Procedure details: Urea (810 mg), a water-soluble carbodiimide (1-ethyl-3-(3-dimethylaminopropyl)carbodiimide hydrochloride; 100 mg) and ferrocenecarboxylic acid (80 mg) were subjected to sonication in a 0.15M HEPES buffer (4 ml, pH 7.3), and the mixture subjected to sonication was again adjusted to a pH value of 7.2 to 7.3. the ferrocenecarboxylic acid was saturated at this pH value. The GOD hydrazide solution (2 ml) prepared in the above (b) was added thereto, the pH value was confirmed and adjusted according to... Reactants: COC1=CC=C(CN(C2=NC=C(C=N2)C=2C3=C(N=C(N2)N2CCOCC2)NCC3)CC3=CC=C(C=C3)OC)C=C1 (bis-(4-methoxy-benzyl)-[5-(2-morpholin-4-yl-6,7-dihydro-5H-pyrrolo[2,3-d]pyrimidin-4-yl)-pyrimidin-2-yl]-amine), COC1=CC=C(CN(C2=NC=C(C=N2)C=2C3=C(N=C(N2)N2CCOCC2)N(CC3)C(=O)C3=CC=CC=C3)CC3=CC=C(C=C3)OC)C=C1 ((4-{2-[bis-(4-methoxy-benzyl)-amino]-pyrimidin-5-yl}-2-morpholin-4-yl-5,6-dihydro-pyrrolo[2,3-d]pyrimidin-7-yl)-phenyl-methanone), C(C1=CC=CC=C1)(=O)Cl (benzoyl chloride), crude product. Product: NC1=NC=C(C=N1)C=1C2=C(N=C(N1)N1CCOCC1)N(CC2)C(=O)C2=CC=CC=C2 ([4-(2-Amino-pyrimidin-5-yl)-2-morpholin-4-yl-5,6-dihydro-pyrrolo[2,3-d]pyrimidin-7-yl]-phenyl-methanone). The yield is 20.0%. Reaction SMILES: COC1C=CC(CN(CC2C=CC(OC)=CC=2)C2N=CC(C3C4CCNC=4N=C(N4CCOCC4)N=3)=CN=2)=CC=1.C(Cl)(=O)C1C=CC=CC=1.COC1C=CC(C[N:57](CC2C=CC(OC)=CC=2)[C:58]2[N:63]=[CH:62][C:61]([C:64]3[C:65]4[CH2:78][CH2:77][N:76]([C:79]([C:81]5[CH:86]=[CH:85][CH:84]=[CH:83][CH:82]=5)=[O:80])[C:66]=4[N:67]=[C:68]([N:70]4[CH2:75][CH2:74][O:73][CH2:72][CH2:71]4)[N:69]=3)=[CH:60][N:59]=2)=CC=1>>[NH2:57][C:58]1[N:63]=[CH:62][C:61]([C:64]2[C:65]3[CH2:78][CH2:77][N:76]([C:79]([C:81]4[CH:86]=[CH:85][CH:84]=[CH:83][CH:82]=4)=[O:80])[C:66]=3[N:67]=[C:68]([N:70]3[CH2:75][CH2:74][O:73][CH2:72][CH2:71]3)[N:69]=2)=[CH:60][N:59]=1. Procedure: Using bis-(4-methoxy-benzyl)-[5-(2-morpholin-4-yl-6,7-dihydro-5H-pyrrolo[2,3-d]pyrimidin-4-yl)-pyrimidin-2-yl]-amine (50 mg) and benzoyl chloride (32 μl) instead of acetic anhydride, in the same manner as Example 1-D-01, a crude product of (4-{2-[bis-(4-methoxy-benzyl)-amino]-pyrimidin-5-yl}-2-morpholin-4-yl-5,6-dihydro-pyrrolo[2,3-d]pyrimidin-7-yl)-phenyl-methanone was obtained, and then the PMB groups were removed according to Deprotection method 1, to obtain the desired compound (D-27) as a y... Reactants: FC1=C(C=CC=C1)OC (2-Fluoroanisole), BrCCCCCC(=O)Cl (6-bromohexanoyl chloride), [Cl-].[Al+3].[Cl-].[Cl-] (aluminum chloride). The product is BrCCCCCC(=O)C1=CC(=C(C=C1)OC)F (6-bromo-1-(3-fluoro-4-methoxyphenyl)-1-hexanone). The yield is 93.4%. RXN SMILES: [F:1][C:2]1[CH:7]=[CH:6][CH:5]=[CH:4][C:3]=1[O:8][CH3:9].[Br:10][CH2:11][CH2:12][CH2:13][CH2:14][CH2:15][C:16](Cl)=[O:17].[Cl-].[Al+3].[Cl-].[Cl-]>>[Br:10][CH2:11][CH2:12][CH2:13][CH2:14][CH2:15][C:16]([C:6]1[CH:5]=[CH:4][C:3]([O:8][CH3:9])=[C:2]([F:1])[CH:7]=1)=[O:17] |f:2.3.4.5|. Procedure details: 2-Fluoroanisole (1.18 g), 6-bromohexanoyl chloride (2.0 g) and aluminum chloride (1.31 g) were reacted and treated in the same manner as in Preparation Example 105 to give 2.65 g of 6-bromo-1-(3-fluoro-4-methoxyphenyl)-1-hexanone. Starting materials: CC(=O)O, COc1cc(OC(F)(F)F)ccc1-c1nc(OC)c(N)cc1C, Cl, O=N[O-], [Na+], [Na+], [OH-], O. Yields the product COc1cc(OC(F)(F)F)ccc1-c1nc(OC)c(NN)cc1C. RXN SMILES: [CH3:32][C:33](=[O:34])[OH:35].[CH3:5][O:6][c:7]1[n:8][c:9](-[c:15]2[c:16]([O:26][CH3:27])[cH:17][c:18]([O:21][C:22]([F:23])([F:24])[F:25])[cH:19][cH:20]2)[c:10]([CH3:14])[cH:11][c:12]1[NH2:13].[ClH:31].[N:1]([O-:2])=[O:3].[Na+:29].[Na+:4].[OH-:28].[OH2:30]>>[NH2:1][NH:13][c:12]1[c:7]([O:6][CH3:5])[n:8][c:9](-[c:15]2[c:16]([O:26][CH3:27])[cH:17][c:18]([O:21][C:22]([F:23])([F:24])[F:25])[cH:19][cH:20]2)[c:10]([CH3:14])[cH:11]1. Starting materials: C(C)C1=NC(=C(C(N1C1=CC=C(C=C1)OC1CC(CCC1)O)=O)CC1=CC=C(C=C1)C1=C(C=CC=C1)C1=NOC(N1)=O)CCC (2-Ethyl-3-{4-[(3-hydroxycyclohexyl)oxy]phenyl}-5-{[2′-(5-oxo-4,5-dihydro-1,2,4-oxadiazol-3-yl)biphenyl-4-yl]methyl}-6-propylpyrimidin-4(3H)-one), CC(=O)OI1(C2=CC=CC=C2C(=O)O1)(OC(=O)C)OC(=O)C (1,1,1-tris(acetyloxy)-1,1-dihydro-1,2-benziodoxol-3(1H)-one). Run in ClCCl (dichloromethane), C(C)(=O)OCC (ethyl acetate). Conditions: time 1 hour. Product: C(C)C1=NC(=C(C(N1C1=CC=C(C=C1)OC1CC(CCC1)=O)=O)CC1=CC=C(C=C1)C1=C(C=CC=C1)C1=NOC(N1)=O)CCC (2-ethyl-3-{4-[(3-oxocyclohexyl)oxy]phenyl}-5-{[2′-(5-oxo-4,5-dihydro-1,2,4-oxadiazol-3-yl)biphenyl-4-yl]methyl}-6-propylpyrimidin-4(3H)-one). Yield: 76.3%. Reaction SMILES: [CH2:1]([C:3]1[N:8]([C:9]2[CH:14]=[CH:13][C:12]([O:15][CH:16]3[CH2:21][CH2:20][CH2:19][CH:18]([OH:22])[CH2:17]3)=[CH:11][CH:10]=2)[C:7](=[O:23])[C:6]([CH2:24][C:25]2[CH:30]=[CH:29][C:28]([C:31]3[CH:36]=[CH:35][CH:34]=[CH:33][C:32]=3[C:37]3[NH:41][C:40](=[O:42])[O:39][N:38]=3)=[CH:27][CH:26]=2)=[C:5]([CH2:43][CH2:44][CH3:45])[N:4]=1)[CH3:2].CC(OI1(OC(C)=O)(OC(C)=O)OC(=O)C2C1=CC=CC=2)=O>ClCCl.C(OCC)(=O)C>[CH2:1]([C:3]1[N:8]([C:9]2[CH:10]=[CH:11][C:12]([O:15][CH:16]3[CH2:21][CH2:20][CH2:19][C:18](=[O:22])[CH2:17]3)=[CH:13][CH:14]=2)[C:7](=[O:23])[C:6]([CH2:24][C:25]2[CH:30]=[CH:29][C:28]([C:31]3[CH:36]=[CH:35][CH:34]=[CH:33][C:32]=3[C:37]3[NH:41][C:40](=[O:42])[O:39][N:38]=3)=[CH:27][CH:26]=2)=[C:5]([CH2:43][CH2:44][CH3:45])[N:4]=1)[CH3:2]. Reported procedure: 2-Ethyl-3-{4-[(3-hydroxycyclohexyl)oxy]phenyl}-5-{[2′-(5-oxo-4,5-dihydro-1,2,4-oxadiazol-3-yl)biphenyl-4-yl]methyl}-6-propylpyrimidin-4(3H)-one (0.5 g) and 1,1,1-tris(acetyloxy)-1,1-dihydro-1,2-benziodoxol-3(1H)-one (0.52 g) were dissolved in dichloromethane (5 mL) and the mixture was stirred for 1 hr. The reaction mixture was diluted with ethyl acetate, washed with saturated aqueous sodium hydrogen carbonate solution and then with saturated brine, and dried over anhydrous magnesium sulfate. The... Procedure details: To a suspension of sodium borohydride (454 mg, 12.0 mmol) in THF (20 mL) was slowly added a solution of 2-cyanomethylbenzoic acid (1.61 g, 10.0 mmol) in THF (20 mL), then a solution of iodine (1.30 g, 5.0 mmol) in THF (20 mL) was slowly added at rt. The resulting mixture was stirred at rt for 1 h. The reaction was quenched with 3 N HCl (10 mL), then extracted with Et2O (3×20 mL). The combined organic phases were washed with brine (20 mL), and dried over anhydrous sodium sulfate. The residue was ... The reactants are C(#N)CC1=C(C(=O)O)C=CC=C1 (2-cyanomethylbenzoic acid), II (iodine), [BH4-].[Na+] (sodium borohydride). Conditions: time 1 hour. Run in C1CCOC1 (THF), C1CCOC1 (THF), C1CCOC1 (THF). Yields the product OCC1=C(C=CC=C1)CC#N ((2-Hydroxymethylphenyl)acetonitrile). RXN SMILES: [BH4-].[Na+].[C:3]([CH2:5][C:6]1[CH:14]=[CH:13][CH:12]=[CH:11][C:7]=1[C:8](O)=[O:9])#[N:4].II>C1COCC1>[OH:9][CH2:8][C:7]1[CH:11]=[CH:12][CH:13]=[CH:14][C:6]=1[CH2:5][C:3]#[N:4] |f:0.1|.